Dataset: the Open Reaction Database (ORD), a public repository of structured organic reaction records. Task: describe an organic reaction: reactants, conditions, products, and yield Reactants: FC=1C=C(OCCCCN2CCC(CC2)NC)C=CC1F (1-[4-(3,4-difluorophenoxy)butyl]-4-(methylamino)piperidine), FC1=CC=C(C=C1)N=C=S (4-fluorophenyl isothiocyanate). Run in C1CCOC1 (THF). Product: CN(C(=S)NC1=CC=C(C=C1)F)C1CCN(CC1)CCCCOC1=CC(=C(C=C1)F)F (1-Methyl-1-[1-[4-(3,4-difluorophenoxy)butyl]piperidin-4-yl]-3-(4-fluorophenyl)thiourea). As a reaction SMILES: [F:1][C:2]1[CH:3]=[C:4]([CH:18]=[CH:19][C:20]=1[F:21])[O:5][CH2:6][CH2:7][CH2:8][CH2:9][N:10]1[CH2:15][CH2:14][CH:13]([NH:16][CH3:17])[CH2:12][CH2:11]1.[F:22][C:23]1[CH:28]=[CH:27][C:26]([N:29]=[C:30]=[S:31])=[CH:25][CH:24]=1>C1COCC1>[CH3:17][N:16]([CH:13]1[CH2:12][CH2:11][N:10]([CH2:9][CH2:8][CH2:7][CH2:6][O:5][C:4]2[CH:18]=[CH:19][C:20]([F:21])=[C:2]([F:1])[CH:3]=2)[CH2:15][CH2:14]1)[C:30]([NH:29][C:26]1[CH:27]=[CH:28][C:23]([F:22])=[CH:24][CH:25]=1)=[S:31]. Procedure: The condensation of 1.2 g (4 mmol) of 1-[4-(3,4-difluorophenoxy)butyl]-4-(methylamino)piperidine with 0.61 g (4 mmol) of 4-fluorophenyl isothiocyanate in THF according to the protocol of Example 1.1 gives 1.75 g (Yd: 95%) of a powder of formula 13.1 Reactants: [BH4-], CCO, CCOC(=O)c1cc(I)cc(C(=O)OCC)n1, I, [Na+], [Na+], O=C([O-])O. The product is CCOC(=O)c1cc(I)cc(CO)n1. RXN SMILES: [BH4-:18].[CH3:26][CH2:27][OH:28].[I:1][c:2]1[cH:3][c:4]([C:13](=[O:14])[O:15][CH2:16][CH3:17])[n:5][c:6]([C:8](=[O:9])[O:10][CH2:11][CH3:12])[cH:7]1.[IH:20].[Na+:19].[Na+:25].[O-:21][C:22]([OH:23])=[O:24]>>[I:1][c:2]1[cH:3][c:4]([C:13](=[O:14])[O:15][CH2:16][CH3:17])[n:5][c:6]([CH2:8][OH:9])[cH:7]1.